Dataset: the Open Reaction Database (ORD), a public repository of structured organic reaction records. Task: describe an organic reaction: reactants, conditions, products, and yield Starting materials: CC(=O)O, CC(=O)[O-], N#Cc1c(Cl)nc2ncccc2c1Cl, [NH4+], O. Product: N#Cc1c(Cl)c2cccnc2[nH]c1=O. Reaction SMILES: [CH3:21][C:22](=[O:23])[OH:24].[CH3:2][C:3]([O-:4])=[O:5].[Cl:6][c:7]1[n:8][c:9]2[n:10][cH:11][cH:12][cH:13][c:14]2[c:15]([Cl:19])[c:16]1[C:17]#[N:18].[NH4+:1].[OH2:20]>>[O:4]=[c:7]1[nH:8][c:9]2[n:10][cH:11][cH:12][cH:13][c:14]2[c:15]([Cl:19])[c:16]1[C:17]#[N:18].